From a dataset of the Open Reaction Database (ORD), a public repository of structured organic reaction records. describe an organic reaction: reactants, conditions, products, and yield Reactants: NC1=C(C#N)C=CC=C1 (o-aminobenzonitrile), C(=O)N (formamide), resultant mixture. Reaction conditions: temperature 220 celsius. Yields the product NC1=NC=NC2=CC=CC=C12 (4-aminoquinazoline). Reaction SMILES: [NH2:1][C:2]1[CH:9]=[CH:8][CH:7]=[CH:6][C:3]=1[C:4]#[N:5].[CH:10]([NH2:12])=O>>[NH2:5][C:4]1[C:3]2[C:2](=[CH:9][CH:8]=[CH:7][CH:6]=2)[N:1]=[CH:10][N:12]=1. Reported procedure: A mixture of o-aminobenzonitrile (22.58 g) and formamide (96 ml) was refluxed for 2 hours at 220° C. After the resultant mixture was cooled to ambient temperature, precipitated crystals were separated by filtration, washed twice with a small volume of water and dried under reduced pressure to give crystalline 4-aminoquinazoline (17.0 g). Reactants: [Cl-].[Cr+3].N1C(=NC2=C1C=CC=C2)CNCC2=NC1=C(N2)C=CC=C1.[Cl-].[Cl-] (N,N-bis(1H-benzimidazol-2-ylmethyl)amine chromium (III) chloride), [K+].[Br-] (KBr), N1C(=NC2=C1C=CC=C2)CN(CCCCCC)CC2=NC1=C(N2)C=CC=C1 (N,N-bis(1H-benzimidazol-2-ylmethyl)-N-hexylamine), CrCl3(THF)3. The product is [Cl-].[Cr+3].N1C(=NC2=C1C=CC=C2)CN(C)CC2=NC1=C(N2)C=CC=C1.[Cl-].[Cl-] (N,N-bis(1H-benzimidazol-2-ylmethyl)-N-methylamine chromium (III) chloride). RXN SMILES: [Cl-:1].[Cr+3:2].N1C2C=CC=CC=2N=C1CNCC1NC2C=CC=CC=2N=1.[Cl-].[Cl-].[NH:26]1[C:30]2[CH:31]=[CH:32][CH:33]=[CH:34][C:29]=2[N:28]=[C:27]1[CH2:35][N:36]([CH2:43][C:44]1[NH:48][C:47]2[CH:49]=[CH:50][CH:51]=[CH:52][C:46]=2[N:45]=1)[CH2:37]CCCCC.[K+].[Br-]>>[Cl-:1].[Cr+3:2].[NH:26]1[C:30]2[CH:31]=[CH:32][CH:33]=[CH:34][C:29]=2[N:28]=[C:27]1[CH2:35][N:36]([CH2:43][C:44]1[NH:45][C:46]2[CH:52]=[CH:51][CH:50]=[CH:49][C:47]=2[N:48]=1)[CH3:37].[Cl-:1].[Cl-:1] |f:0.1.2.3.4,6.7,8.9.10.11.12|. Procedure: 3b was synthesised by an analogous procedure to that described for 3a using 2e (1 g, 2.8 mmol) and CrCl3(THF)3 (1.05 g, 2.8 mmol). Yield 1.35 g, 93%. Anal. Calc. for C22H27Cl3CrN5 (in %): C, 50.83; H, 5.24; N, 13.47. Found C, 51.05; H, 5.30; N, 13.38. IR (KBr, cm−1), υ 3502 (NH, m), υ 1621-1527 (ArC═C, C═N, m), δ 1498, 1477, 1431 (N—H, s), υ 1273 (CN, m), δ 751 (CH, s). +FAB-MS: (m/z): 483 ([M-Cl]+), 448 ([M-2Cl]). RXN SMILES: [CH3:3][O:4][CH2:5][c:6]1[n:7]([CH2:19][C:20]([CH3:21])([OH:22])[CH3:23])[c:8]2[c:9]([cH:10][n:11][c:12]3[cH:13][cH:14][cH:15][cH:16][c:17]23)[n:18]1.[CH:24](=[CH2:25])[S:26](=[O:27])(=[O:28])[CH3:29].[H-:1].[Na+:2].[O:31]1[CH2:32][CH2:33][CH2:34][CH2:35]1.[OH2:30]>>[CH3:3][O:4][CH2:5][c:6]1[n:7]([CH2:19][C:20]([CH3:21])([O:22][CH2:25][CH2:24][S:26](=[O:27])(=[O:28])[CH3:29])[CH3:23])[c:8]2[c:9]([cH:10][n:11][c:12]3[cH:13][cH:14][cH:15][cH:16][c:17]23)[n:18]1. Reactants: COCc1nc2cnc3ccccc3c2n1CC(C)(C)O, C=CS(C)(=O)=O, [H-], [Na+], C1CCOC1, O. Yields the product COCc1nc2cnc3ccccc3c2n1CC(C)(C)OCCS(C)(=O)=O. The reactants are Cc1ccccc1, Cc1nc(Oc2ccccc2)c([N+](=O)[O-])c(NCCCCCCl)c1C. The product is Cc1nc(Oc2ccccc2)c(N)c(NCCCCCCl)c1C. As a reaction SMILES: [CH3:26][c:27]1[cH:28][cH:29][cH:30][cH:31][cH:32]1.[Cl:1][CH2:2][CH2:3][CH2:4][CH2:5][CH2:6][NH:7][c:8]1[c:9]([CH3:25])[c:10]([CH3:24])[n:11][c:12]([O:17][c:18]2[cH:19][cH:20][cH:21][cH:22][cH:23]2)[c:13]1[N+:14]([O-:15])=[O:16]>>[Cl:1][CH2:2][CH2:3][CH2:4][CH2:5][CH2:6][NH:7][c:8]1[c:9]([CH3:25])[c:10]([CH3:24])[n:11][c:12]([O:17][c:18]2[cH:19][cH:20][cH:21][cH:22][cH:23]2)[c:13]1[NH2:14]. Yields the product FC1=CC=C(C=C1)CCCN (1-(para-fluorophenyl)-3-aminopropane). Starting materials: FC1=CC=C(C=C1)CCCN=[N+]=[N-] (1-(para-fluorophenyl)-3-azidopropane). The solvent is CO (MeOH). The yield is 57.1%. Reaction SMILES: [F:1][C:2]1[CH:7]=[CH:6][C:5]([CH2:8][CH2:9][CH2:10][N:11]=[N+]=[N-])=[CH:4][CH:3]=1>CO.[Pd]>[F:1][C:2]1[CH:3]=[CH:4][C:5]([CH2:8][CH2:9][CH2:10][NH2:11])=[CH:6][CH:7]=1. Reported procedure: The product from step e (0.79 g, 6.4 mmol) was dissolved in 100 mL of MeOH and added carefully to 0.20 g of 10% Pd/C under N2. The mixture was hydrogenated in a Parr shaker at 50 PSI overnight. Filtration through fiberglass filter paper under N2 and under vacuum yielded 0.56 g of a clear colorless oil. The reagents and catalysts are [Pd] (Pd/C). The reactants are ice H2O, [OH-].[K+] (KOH), N1C2=C(CCCC1)C=CC=C2 (2,3,4,5-tetrahydro-1H-benzo[b]azepine), SO4, BrBr (Br2). Reagents/catalysts: S(=O)(=O)([O-])[O-].[Ag+2] (silver sulfate). Run in OS(=O)(=O)O (H2SO4). Run at temperature 20 celsius. The product is BrC=1C=CC2=C(NCCCC2)C1 (8-Bromo-2,3,4,5-tetrahydro-1H-benzo[b]azepine). Isolated yield 74.5%. As a reaction SMILES: [NH:1]1[CH2:7][CH2:6][CH2:5][CH2:4][C:3]2[CH:8]=[CH:9][CH:10]=[CH:11][C:2]1=2.[Br:12]Br.[OH-].[K+]>OS(O)(=O)=O.S([O-])([O-])(=O)=O.[Ag+2]>[Br:12][C:10]1[CH:9]=[CH:8][C:3]2[CH2:4][CH2:5][CH2:6][CH2:7][NH:1][C:2]=2[CH:11]=1 |f:2.3,5.6|. Reported procedure: To 2,3,4,5-tetrahydro-1H-benzo[b]azepine (410 mg, 2.78 mmol; from Preparation 41) in conc. H2SO4 (5 mL) was added Ag2 SO4 (438 mg, 1.41 mmol). The mixture was stirred until the silver sulfate had dissolved and then Br2(l) (145 μL, 2.80 mmol) was added at 0°-5° C. over 15 minutes. The mixture was stirred in the dark and allowed to warm to 20° C. After 4 hours the mixture was poured into ice/H2O (50 mL), the pH was adjusted to 12-14 by the careful addition of 6N KOH with cooling, and then filtered... Starting materials: 12, CO[C@@H]1CN(CC[C@H]1NC(C1=CC(=CC=C1)C(F)(F)F)=O)CC1=CC=CC=C1 (trans-N-[3-methoxy-1-(phenylmethyl)-4-piperidinyl]-3-(trifluoromethyl)benzamide), [H][H] (hydrogen). The reagents and catalysts are [Pd] (palladium-on-charcoal). Solvent: CO (methanol). Product: CO[C@@H]1CNCC[C@H]1NC(C1=CC(=CC=C1)C(F)(F)F)=O (trans-N-(3-methoxy-4-piperidinyl)-3-(trifluoromethyl)benzamide). Yield: 71.0%. As a reaction SMILES: [CH3:1][O:2][C@H:3]1[C@H:8]([NH:9][C:10](=[O:21])[C:11]2[CH:16]=[CH:15][CH:14]=[C:13]([C:17]([F:20])([F:19])[F:18])[CH:12]=2)[CH2:7][CH2:6][N:5](CC2C=CC=CC=2)[CH2:4]1.[H][H]>[Pd].CO>[CH3:1][O:2][C@H:3]1[C@H:8]([NH:9][C:10](=[O:21])[C:11]2[CH:16]=[CH:15][CH:14]=[C:13]([C:17]([F:20])([F:18])[F:19])[CH:12]=2)[CH2:7][CH2:6][NH:5][CH2:4]1. Reported procedure: A mixture of 12 parts of trans-N-[3-methoxy-1-(phenylmethyl)-4-piperidinyl]-3-(trifluoromethyl)benzamide and 200 parts of methanol was hydrogenated at normal pressure and at room temperature with 2 parts of palladium-on-charcoal catalyst 10%. After the calculated amount of hydrogen was taken up, the catalyst was filtered off and the filtrate was evaporated in vacuo. The residue was solidified on scratching in 2,2'-oxybispropane. The precipitated product was filtered off and dissolved in 135 part...